From a dataset of the Open Reaction Database (ORD), a public repository of structured organic reaction records. describe an organic reaction: reactants, conditions, products, and yield Reactants: BrN1C(CCC1=O)=O (N-bromosuccinimide), FC1=C(C=C(C(=C1)[N+](=O)[O-])F)C (1,4-Difluoro-2-methyl-5-nitrobenzene), BrN1C(CCC1=O)=O (N-bromosuccinimide). Reagents/catalysts: C(C1=CC=CC=C1)(=O)OOC(C1=CC=CC=C1)=O (benzoyl peroxide), C(C1=CC=CC=C1)(=O)OOC(C1=CC=CC=C1)=O (benzoyl peroxide). Run in ClC1=CC=CC=C1 (chlorobenzene). Product: BrCC1=C(C=C(C(=C1)F)[N+](=O)[O-])F (1-(Bromomethyl)-2,5-difluoro-4-nitrobenzene). Yield: 220.5%. RXN SMILES: [F:1][C:2]1[CH:7]=[C:6]([N+:8]([O-:10])=[O:9])[C:5]([F:11])=[CH:4][C:3]=1[CH3:12].[Br:13]N1C(=O)CCC1=O>ClC1C=CC=CC=1.C(OOC(=O)C1C=CC=CC=1)(=O)C1C=CC=CC=1>[Br:13][CH2:12][C:3]1[CH:4]=[C:5]([F:11])[C:6]([N+:8]([O-:10])=[O:9])=[CH:7][C:2]=1[F:1]. Procedure details: 1,4-Difluoro-2-methyl-5-nitrobenzene (1 g) was dissolved in chlorobenzene (6 mL) and N-bromosuccinimide (1.54 g) added followed by benzoyl peroxide (0.2 g). The reaction mixture was stirred at reflux for 2.5 hours then additional benzoyl peroxide (0.2 g) and N-bromosuccinimide (1.54 g) were added. The reaction was refluxed for 2 hours then was cooled to room temperature, quenched with water and extracted with dichloromethane (3×). The combined organics were dried and concentrated under reduced p... Reactants: N12CC(C(CC1)CC2)=O (3-quinuclidinone), CO (Methanol), C(CCC)[Li] (n-Butyl lithium), BrC1=NC=CC=C1 (2-bromopyridine). Run in CCOCC (ether), CCOCC (ether). Conditions: temperature -70 celsius. Yields the product OC1(CN2CCC1CC2)C2=NC=CC=C2 (3-Hydroxy-3-(2-pyridinyl)-1-azabicyclo[2.2.2]octane). Isolated yield 27.7%. Reaction SMILES: C([Li])CCC.Br[C:7]1[CH:12]=[CH:11][CH:10]=[CH:9][N:8]=1.[N:13]12[CH2:20][CH2:19][CH:16]([CH2:17][CH2:18]1)[C:15](=[O:21])[CH2:14]2.CO>CCOCC>[OH:21][C:15]1([C:7]2[CH:12]=[CH:11][CH:10]=[CH:9][N:8]=2)[CH:16]2[CH2:19][CH2:20][N:13]([CH2:18][CH2:17]2)[CH2:14]1. Procedure: n-Butyl lithium (1.6M in hexanes, 17.4 ml, 27.9 mmol) was added dropwise to a solution of 2-bromopyridine (2.66 ml, 27.9 mmol) in ether (75 ml) cooled to -70° C. After 30 min a solution of 3-quinuclidinone (3.49 g, 27.9 mmol) in ether (25 ml) was added and the reaction mixture allowed to warm to -20° C. over 1 h. Methanol (50 ml) was added and the solution concentrated. The crude product was chromatographed through silica-gel using dichloromethane/methanol/ammonia (89:10:1) as eluent to give 1.5...